From a dataset of the Open Reaction Database (ORD), a public repository of structured organic reaction records. describe an organic reaction: reactants, conditions, products, and yield The reactants are CS(=O)(=O)c1ccc(C(COC(=O)OCCCCCCBr)=C(C(=O)O)c2ccccc2)cc1, O=C([O-])[O-], CCI, [K+], [K+], CN(C)C=O. Reaction SMILES: [Br:1][CH2:2][CH2:3][CH2:4][CH2:5][CH2:6][CH2:7][O:8][C:9](=[O:10])[O:11][CH2:12][C:13](=[C:14]([C:15](=[O:16])[OH:17])[c:18]1[cH:19][cH:20][cH:21][cH:22][cH:23]1)[c:24]1[cH:25][cH:26][c:27]([S:30](=[O:31])(=[O:32])[CH3:33])[cH:28][cH:29]1.[C:37](=[O:38])([O-:39])[O-:40].[CH2:34]([CH3:35])[I:36].[K+:41].[K+:42].[O:43]=[CH:44][N:45]([CH3:46])[CH3:47]>>[Br:1][CH2:2][CH2:3][CH2:4][CH2:5][CH2:6][CH2:7][O:8][C:9](=[O:10])[O:11][CH2:12][C:13](=[C:14]([C:15](=[O:16])[O:17][CH2:34][CH3:35])[c:18]1[cH:19][cH:20][cH:21][cH:22][cH:23]1)[c:24]1[cH:25][cH:26][c:27]([S:30](=[O:31])(=[O:32])[CH3:33])[cH:28][cH:29]1. The product is CCOC(=O)C(=C(COC(=O)OCCCCCCBr)c1ccc(S(C)(=O)=O)cc1)c1ccccc1. Reactants: O1CCNCCOCCOCCOCCNCCOCC1 (1,7,10,13,19-pentaoxa-4,16-diazacycloheneicosane), CC(CC(=O)Cl)(C)C (3,3-dimethylbutyryl chloride). The product is CC(CC(=O)N1CCOCCOCCN(CCOCCOCCOCC1)C(CC(C)(C)C)=O)(C)C (4, 16-Bis(3,3-dimethylbutyroyl)-1,7,10,13,19-pentaoxa-4,16-diazacycloheneicosane). RXN SMILES: [O:1]1[CH2:21][CH2:20][O:19][CH2:18][CH2:17][NH:16][CH2:15][CH2:14][O:13][CH2:12][CH2:11][O:10][CH2:9][CH2:8][O:7][CH2:6][CH2:5][NH:4][CH2:3][CH2:2]1.[CH3:22][C:23]([CH3:29])([CH3:28])[CH2:24][C:25](Cl)=[O:26]>>[CH3:22][C:23]([CH3:29])([CH3:28])[CH2:24][C:25]([N:4]1[CH2:5][CH2:6][O:7][CH2:8][CH2:9][O:10][CH2:11][CH2:12][O:13][CH2:14][CH2:15][N:16]([C:25](=[O:26])[CH2:24][C:23]([CH3:29])([CH3:28])[CH3:22])[CH2:17][CH2:18][O:19][CH2:20][CH2:21][O:1][CH2:2][CH2:3]1)=[O:26]. Procedure: Analogously to Example 2 from 1,7,10,13,19-pentaoxa-4,16-diazacycloheneicosane and 3,3-dimethylbutyryl chloride. Reactants: [I-].[Na+] (sodium iodide), ClCC(COC1=C(C=C(C(=O)OC)C=C1)C=O)=C (methyl 4-{[2-(chloromethyl)-2-propenyl]oxy}-3-formylbenzoate). Run in CC(=O)C (acetone). Reaction conditions: time 5 hour. Product: ICC(COC1=C(C=C(C(=O)OC)C=C1)C=O)=C (methyl 4-{[2-(iodomethyl)-2-propenyl]oxy}-3-formylbenzoate). The yield is 90.8%. RXN SMILES: [I-:1].[Na+].Cl[CH2:4][C:5](=[CH2:20])[CH2:6][O:7][C:8]1[CH:17]=[CH:16][C:11]([C:12]([O:14][CH3:15])=[O:13])=[CH:10][C:9]=1[CH:18]=[O:19]>CC(C)=O>[I:1][CH2:4][C:5](=[CH2:20])[CH2:6][O:7][C:8]1[CH:17]=[CH:16][C:11]([C:12]([O:14][CH3:15])=[O:13])=[CH:10][C:9]=1[CH:18]=[O:19] |f:0.1|. Procedure: 375 mg (2.5 mmol) of sodium iodide are added to 560 mg (2.08 mmol) of methyl 4-{[2-(chloromethyl)-2-propenyl]oxy}-3-formylbenzoate in solution in 20 ml of acetone. The solution is brought to reflux and is stirred for 5 hours with the exclusion of light. After the usual treatments, 680 mg (91%) of methyl 4-{[2-(iodomethyl)-2-propenyl]oxy}-3-formylbenzoate are obtained in the form of a white solid which turns yellow in light; 1H NMR (300 MHz, CDCl3): 10.48 (s, 1H), 8.48 (d, J=2.4 Hz, 1H), 8.21 (dd...